Dataset: the Open Reaction Database (ORD), a public repository of structured organic reaction records. Task: describe an organic reaction: reactants, conditions, products, and yield Starting materials: COC=1C=C(C=CC1)CCNC(C)=O (N-[2-(3-methoxy-phenyl)-ethyl]-acetamide), O=P12OP3(=O)OP(=O)(O1)OP(=O)(O2)O3 (phosphorus pentoxide). Reported procedure: In close analogy to the procedure described above, N-[2-(3-methoxy-phenyl)-ethyl]-acetamide is reacted with phosphorus pentoxide to provide the title compound. Yields the product COC=1C=C2CCN=C(C2=CC1)C (6-Methoxy-1-methyl-3,4-dihydro-isoquinoline). Reaction SMILES: [CH3:1][O:2][C:3]1[CH:4]=[C:5]([CH2:9][CH2:10][NH:11][C:12](=O)[CH3:13])[CH:6]=[CH:7][CH:8]=1.O=P12OP3(OP(OP(O3)(O1)=O)(=O)O2)=O>>[CH3:1][O:2][C:3]1[CH:4]=[C:5]2[C:6](=[CH:7][CH:8]=1)[C:12]([CH3:13])=[N:11][CH2:10][CH2:9]2.